Dataset: the Open Reaction Database (ORD), a public repository of structured organic reaction records. Task: describe an organic reaction: reactants, conditions, products, and yield The reactants are CC1=NN=C2N1N=C(C=C2)C=2C=C(C=CC2)NC(C)=O (N-[3-(3-methyl-1,2,4-triazolo[4,3-b]pyridazin-6-yl)phenyl]acetamide), [H-].[Na+] (sodium hydride), O (water), C(C=C)Br (allyl bromide). Run in CN(C=O)C (dimethylformamide). Conditions: time 1 hour. Yields the product CC1=NN=C2N1N=C(C=C2)C=2C=C(C=CC2)N(C(C)=O)CC=C (N-[3-(3-Methyl-1,2,4-triazolo[4,3-b]pyridazin-6-yl)phenyl]-N-2-propenylacetamide). Reaction SMILES: [CH3:1][C:2]1[N:6]2[N:7]=[C:8]([C:11]3[CH:12]=[C:13]([NH:17][C:18](=[O:20])[CH3:19])[CH:14]=[CH:15][CH:16]=3)[CH:9]=[CH:10][C:5]2=[N:4][N:3]=1.[H-].[Na+].[CH2:23](Br)[CH:24]=[CH2:25].O>CN(C)C=O>[CH3:1][C:2]1[N:6]2[N:7]=[C:8]([C:11]3[CH:12]=[C:13]([N:17]([CH2:25][CH:24]=[CH2:23])[C:18](=[O:20])[CH3:19])[CH:14]=[CH:15][CH:16]=3)[CH:9]=[CH:10][C:5]2=[N:4][N:3]=1 |f:1.2|. Procedure details: To 3.0 g of N-[3-(3-methyl-1,2,4-triazolo[4,3-b]pyridazin-6-yl)phenyl]acetamide in 250 ml of dimethylformamide under argon, was added 0.6 g of sodium hydride (50% in oil). This mixture was stirred for 1 hour, then 1.07 ml of allyl bromide was added. The mixture was stirred overnight, then poured into 200 ml of water and extracted with 150 ml portions of dichloromethane. The extracts were combined, dried and evaporated in vacuo. The residue was chromatographed as described in Example 1. The activ...